From a dataset of the Open Reaction Database (ORD), a public repository of structured organic reaction records. describe an organic reaction: reactants, conditions, products, and yield Starting materials: C1CCOC1, Cl, COCc1nc(N(CC(N)Cc2cccc(Cl)c2)C(C)=O)sc1-c1nc2ccncc2s1, [Na+], [OH-]. Product: COCc1nc(NCC(N)Cc2cccc(Cl)c2)sc1-c1nc2ccncc2s1. RXN SMILES: [CH2:33]1[O:34][CH2:35][CH2:36][CH2:37]1.[ClH:38].[NH2:1][CH:2]([CH2:3][N:4]([C:5](=[O:6])[CH3:7])[c:8]1[s:9][c:10](-[c:16]2[s:17][c:18]3[cH:19][n:20][cH:21][cH:22][c:23]3[n:24]2)[c:11]([CH2:13][O:14][CH3:15])[n:12]1)[CH2:25][c:26]1[cH:27][c:28]([Cl:32])[cH:29][cH:30][cH:31]1.[Na+:40].[OH-:39]>>[NH2:1][CH:2]([CH2:3][NH:4][c:8]1[s:9][c:10](-[c:16]2[s:17][c:18]3[cH:19][n:20][cH:21][cH:22][c:23]3[n:24]2)[c:11]([CH2:13][O:14][CH3:15])[n:12]1)[CH2:25][c:26]1[cH:27][c:28]([Cl:32])[cH:29][cH:30][cH:31]1. Reactants: O=C([O-])[O-], CC#N, BrC1CCCC1, [K+], [K+], Nc1c(O)c(Cl)cc(F)c1N1C(=O)C2C=CCCC2C1=O. Yields the product Nc1c(OC2CCCC2)c(Cl)cc(F)c1N1C(=O)C2C=CCCC2C1=O. RXN SMILES: [C:28](=[O:29])([O-:30])[O-:31].[CH3:34][C:35]#[N:36].[CH:22]1([Br:27])[CH2:23][CH2:24][CH2:25][CH2:26]1.[K+:32].[K+:33].[NH2:1][c:2]1[c:3]([OH:21])[c:4]([Cl:20])[cH:5][c:6]([F:19])[c:7]1[N:8]1[C:9](=[O:18])[CH:10]2[CH:11]([C:12]1=[O:13])[CH2:14][CH2:15][CH:16]=[CH:17]2>>[NH2:1][c:2]1[c:3]([O:21][CH:22]2[CH2:23][CH2:24][CH2:25][CH2:26]2)[c:4]([Cl:20])[cH:5][c:6]([F:19])[c:7]1[N:8]1[C:9](=[O:18])[CH:10]2[CH:11]([C:12]1=[O:13])[CH2:14][CH2:15][CH:16]=[CH:17]2. Starting materials: C(#N)N=C(OC(C)C)C=1C=NC=CC1 (Isopropyl N-cyano-3-pyridinecarboximidate), CC(CCN)(C)C (3,3-dimethylbutylamine). Run in CO (methanol). Conditions: time 20 minute. The product is C(#N)NC(=NCCC(C)(C)C)C=1C=NC=CC1 (N-cyano-N'-(3,3-dimethylbutyl)-3-pyridinecarboximidamide). Yield: 62.5%. RXN SMILES: [C:1]([N:3]=[C:4]([C:9]1[CH:10]=[N:11][CH:12]=[CH:13][CH:14]=1)OC(C)C)#[N:2].[CH3:15][C:16]([CH3:21])([CH3:20])[CH2:17][CH2:18][NH2:19]>CO>[C:1]([NH:3][C:4]([C:9]1[CH:10]=[N:11][CH:12]=[CH:13][CH:14]=1)=[N:19][CH2:18][CH2:17][C:16]([CH3:21])([CH3:20])[CH3:15])#[N:2]. Procedure details: Isopropyl N-cyano-3-pyridinecarboximidate (0.60 g, 3.2 mmol) was dissolved in methanol (10 ml), and 3,3-dimethylbutylamine (0.36 g, 3.6 mmol) was added. The mixture was stirred at room temperature for 20 minutes. After the reaction was completed, the reaction solution was concentrated under reduced pressure, and the concentrated residue was crystallized from dichloromethane-diethyl ether to give the title compound (0.46 g, 2.0 mmol, yield: 63%) as colorless needles. Starting materials: ClC1=C(CNC(=O)C=2C(NN=C(C2)C2=CC=NC=C2)=O)C=CC(=C1)Cl (N-(2,4-dichlorobenzyl)-3-oxo-6-pyridin-4-yl-2,3-dihydropyridazine-4-carboxamide), NCC1=CC=NC=C1 (4-(aminomethyl)pyridine), solid, O=C1NN=C(C=C1C(=O)O)C1=CC=NC=C1 (3-oxo-6-pyridin-4-yl-2,3-dihydropyridazine-4-carboxylic acid), C(C(=O)Cl)(=O)Cl (oxalyl chloride). Solvent: ClCCl (dichloromethane), CN(C=O)C (dimethylformamide), C(C)N(CC)CC (triethylamine). The product is O=C1NN=C(C=C1C(=O)NCC1=CC=NC=C1)C1=CC=NC=C1 (3-oxo-6-pyridin-4-yl-N-(pyridin-4-ylmethyl)-2,3-dihydropyridazine-4-carboxamide). Reaction SMILES: Cl[C:2]1[CH:24]=C(Cl)[CH:22]=[CH:21][C:3]=1[CH2:4][NH:5][C:6]([C:8]1[C:9](=[O:20])[NH:10][N:11]=[C:12]([C:14]2[CH:19]=[CH:18][N:17]=[CH:16][CH:15]=2)[CH:13]=1)=[O:7].O=C1C(C(O)=O)=CC(C2C=CN=CC=2)=N[NH:28]1.C(Cl)(=O)C(Cl)=O.NCC1C=CN=CC=1>C(N(CC)CC)C.CN(C)C=O.ClCCl>[O:20]=[C:9]1[C:8]([C:6]([NH:5][CH2:4][C:3]2[CH:2]=[CH:24][N:28]=[CH:22][CH:21]=2)=[O:7])=[CH:13][C:12]([C:14]2[CH:15]=[CH:16][N:17]=[CH:18][CH:19]=2)=[N:11][NH:10]1. Procedure details: Working as in example 2 for the preparation of N-(2,4-dichlorobenzyl)-3-oxo-6-pyridin-4-yl-2,3-dihydropyridazine-4-carboxamide, but starting with 0.3 g of 3-oxo-6-pyridin-4-yl-2,3-dihydropyridazine-4-carboxylic acid, 10 cm3 of dichloromethane, 0.02 cm3 of dimethylformamide, 0.12 cm3 of oxalyl chloride, 0.15 cm3 of 4-(aminomethyl)pyridine and 0.19 cm3 of triethylamine, 0.14 g of 3-oxo-6-pyridin-4-yl-N-(pyridin-4-ylmethyl)-2,3-dihydropyridazine-4-carboxamide was obtained in the form of a cream-col... As a reaction SMILES: [CH2:1]([O:2][C:3](=[O:4])[NH:10][CH:11]1[CH2:12][CH:13]([c:17]2[n:18][c:19]3[c:20]([c:21](=[O:27])[n:22]([CH2:25][CH3:26])[cH:23][cH:24]3)[n:28]2[CH2:29][c:30]2[c:31]([C:36]#[N:37])[cH:32][cH:33][cH:34][cH:35]2)[CH2:14][CH2:15][CH2:16]1)[c:5]1[cH:6][cH:7][cH:8][cH:9][cH:38]1.[CH2:42]1[O:43][CH2:44][CH2:45][CH2:46]1.[CH3:39][CH2:40][OH:41]>>[NH2:10][CH:11]1[CH2:12][CH:13]([c:17]2[n:18][c:19]3[c:20]([c:21](=[O:27])[n:22]([CH2:25][CH3:26])[cH:23][cH:24]3)[n:28]2[CH2:29][c:30]2[c:31]([C:36]#[N:37])[cH:32][cH:33][cH:34][cH:35]2)[CH2:14][CH2:15][CH2:16]1. The product is CCn1ccc2nc(C3CCCC(N)C3)n(Cc3ccccc3C#N)c2c1=O. The reactants are CCn1ccc2nc(C3CCCC(NC(=O)OCc4ccccc4)C3)n(Cc3ccccc3C#N)c2c1=O, C1CCOC1, CCO. Reactants: [F-].[K+] (Potassium fluoride), CN1C(=C(C2=CC=CC=C12)CC(C)C)C(=O)N[C@@H](C(C)C)C(=O)NC(CC(=O)OC(C)(C)C)C(CBr)=O (N-[(1-methyl-3-isobutyl-indole-2-carbonyl)valinyl]-3-amino-5-bromo-4-oxo-pentanoic acid, tert-butyl ester), FC1=C(C(=C(C=C1F)F)F)O (2,3,5, 6-tetrafluorophenol). The solvent is CN(C)C=O (DMF). Run at time 3 hour. Yields the product CN1C(=C(C2=CC=CC=C12)CC(C)C)C(=O)N[C@@H](C(C)C)C(=O)NC(CC(=O)OC(C)(C)C)C(COC1=C(C(=CC(=C1F)F)F)F)=O (N-[(1-methyl-3-isobutyl-indole-2-carbonyl)valinyl]-3-amino-4-oxo-5-(2,3,5,6-tetrafluorophenyloxy)-pentanoic acid, tert-butyl ester), N-(1-methyl-3-isobutyl-indole-2-carbonyl)-valinyl-3-amino-4-oxo-5-(2,3,5,6-tetral]uorophenyloxy, C(CCCC)(=O)OC(C)(C)C (pentanoic acid, tert-butyl ester). Isolated yield 371.5%. Reaction SMILES: [F-].[K+].[CH3:3][N:4]1[C:12]2[C:7](=[CH:8][CH:9]=[CH:10][CH:11]=2)[C:6]([CH2:13][CH:14]([CH3:16])[CH3:15])=[C:5]1[C:17]([NH:19][C@H:20]([C:24]([NH:26][CH:27]([C:36](=[O:39])[CH2:37]Br)[CH2:28][C:29]([O:31][C:32]([CH3:35])([CH3:34])[CH3:33])=[O:30])=[O:25])[CH:21]([CH3:23])[CH3:22])=[O:18].[F:40][C:41]1[C:46]([F:47])=[CH:45][C:44]([F:48])=[C:43]([F:49])[C:42]=1[OH:50]>CN(C=O)C>[CH3:3][N:4]1[C:12]2[C:7](=[CH:8][CH:9]=[CH:10][CH:11]=2)[C:6]([CH2:13][CH:14]([CH3:16])[CH3:15])=[C:5]1[C:17]([NH:19][C@H:20]([C:24]([NH:26][CH:27]([C:36](=[O:39])[CH2:37][O:50][C:42]1[C:43]([F:49])=[C:44]([F:48])[CH:45]=[C:46]([F:47])[C:41]=1[F:40])[CH2:28][C:29]([O:31][C:32]([CH3:35])([CH3:34])[CH3:33])=[O:30])=[O:25])[CH:21]([CH3:23])[CH3:22])=[O:18].[C:29]([O:31][C:32]([CH3:33])([CH3:35])[CH3:34])(=[O:30])[CH2:28][CH2:27][CH2:36][CH3:37] |f:0.1|. Procedure: Potassium fluoride (21.6 mg, 0.37 mmol) was added to a solution of N-[(1-methyl-3-isobutyl-indole-2-carbonyl)valinyl]-3-amino-5-bromo-4-oxo-pentanoic acid, tert-butyl ester (86.1 mg, 0.149 mmol) and 2,3,5, 6-tetrafluorophenol (27.0 mg, 0.163 mmol) in DMF (2.0 ml). After stirring at room temperature for 3 hours, the reaction mixture was partitioned between ethyl acetate and water. The aqueous layer was back-extracted with ethyl acetate. The organic layers were combined, washed with saturated NaHC... Conditions: time 19 hour. The product is C(C1=CC=CC=C1)SC(CC(=O)C1=CC(=C(C=C1)Br)C)(C(F)(F)F)C1=CC(=CC(=C1)Cl)Cl (3-Benzylsulfanyl-1-(4-bromo-3-methyl-phenyl)-3-(3,5-dichloro-phenyl)-4,4,4-trifluoro-butan-1-one). Starting materials: C(C1=CC=CC=C1)S (benzylmercaptan), C(C1=CC=CC=C1)S (Benzylmercaptan), [OH-].[Na+] (sodium hydroxide), BrC1=C(C=C(C=C1)C(\C=C(\C(F)(F)F)/C1=CC(=CC(=C1)Cl)Cl)=O)C ((E)-1-(4-Bromo-3-methyl-phenyl)-3-(3,5-dichloro-phenyl)-4,4,4-trifluoro-but-2-en-1-one), [OH-].[Na+] (sodium hydroxide). As a reaction SMILES: [CH2:1]([SH:8])[C:2]1[CH:7]=[CH:6][CH:5]=[CH:4][CH:3]=1.[OH-].[Na+].[Br:11][C:12]1[CH:17]=[CH:16][C:15]([C:18](=[O:33])/[CH:19]=[C:20](\[C:25]2[CH:30]=[C:29]([Cl:31])[CH:28]=[C:27]([Cl:32])[CH:26]=2)/[C:21]([F:24])([F:23])[F:22])=[CH:14][C:13]=1[CH3:34]>O1CCCC1>[CH2:1]([S:8][C:20]([C:25]1[CH:26]=[C:27]([Cl:32])[CH:28]=[C:29]([Cl:31])[CH:30]=1)([C:21]([F:22])([F:23])[F:24])[CH2:19][C:18]([C:15]1[CH:16]=[CH:17][C:12]([Br:11])=[C:13]([CH3:34])[CH:14]=1)=[O:33])[C:2]1[CH:7]=[CH:6][CH:5]=[CH:4][CH:3]=1 |f:1.2|. Run in O1CCCC1 (tetrahydrofurane). The yield is 43.0%. Procedure: Benzylmercaptan (0.18 g) and a solution of sodium hydroxide (0.1 eq) were added to a solution of (E)-1-(4-Bromo-3-methyl-phenyl)-3-(3,5-dichloro-phenyl)-4,4,4-trifluoro-but-2-en-1-one (0.5 g) in tetrahydrofurane (11.4 mL). The solution was stirred at room temperature for 19 hours then heated at 80° C. for 4 hours. Then, more benzylmercaptan (0.5 mL) was added and the solution was stirred at 80° C. for 16 hours. More sodium hydroxide (20 mg) was added and after 90 minutes, the reaction was quench...